This data is from the Open Reaction Database (ORD), a public repository of structured organic reaction records. The task is: describe an organic reaction: reactants, conditions, products, and yield Starting materials: N1=CC(=CC=C1)N1C(NCC1)=O (1-(3-pyridyl)-2-imidazolidinone), BrCC#C (3-bromopropyne). Product: C(C#C)N1C(N(CC1)C=1C=NC=CC1)=O (1-(2-propynyl)-3-(3-pyridyl)-2-imidazolidinone). As a reaction SMILES: [N:1]1[CH:6]=[CH:5][CH:4]=[C:3]([N:7]2[CH2:11][CH2:10][NH:9][C:8]2=[O:12])[CH:2]=1.Br[CH2:14][C:15]#[CH:16]>>[CH2:16]([N:9]1[CH2:10][CH2:11][N:7]([C:3]2[CH:2]=[N:1][CH:6]=[CH:5][CH:4]=2)[C:8]1=[O:12])[C:15]#[CH:14]. Reported procedure: The starting material, 1-(2-propynyl)-3-(3-pyridyl)-2-imidazolidinone was synthesized similarly to Referential example 1, using 1-(3-pyridyl)-2-imidazolidinone as material and using 3-bromopropyne in place of 4-fluoronitrobenzene. The reactants are Cl.N1CCC(CC1)COC1=CC(=CC2=CC=CC=C12)OS(=O)(=O)C1=C(C=CC=C1)Cl (2-chlorobenzenesulfonic acid 1-[(piperidin-4-yl)methoxy]naphthalen-3-yl ester hydrochloride), Cl.C(C)(OCC)=N (ethyl acetimidate hydrochloride), C(C)(C)N(C(C)C)CC (N,N-diisopropylethylamine), C(C)(C)N(C(C)C)CC (N,N-diisopropylethylamine), Cl.C(C)(OCC)=N (ethyl acetimidate hydrochloride). Solvent: CN(C=O)C (N,N-dimethylformamide). Reaction conditions: time 8 hour. Product: C(C)(=O)O.C(C)(=N)N1CCC(CC1)COC1=CC(=CC2=CC=CC=C12)OS(=O)(=O)C1=C(C=CC=C1)Cl (2-Chlorobenzenesulfonic Acid 1-[[(1-acetimidoyl)piperidin-4-yl]methoxy]naphthalen-3-yl Ester Acetic Acid Salt). RXN SMILES: Cl.[NH:2]1[CH2:7][CH2:6][CH:5]([CH2:8][O:9][C:10]2[C:19]3[C:14](=[CH:15][CH:16]=[CH:17][CH:18]=3)[CH:13]=[C:12]([O:20][S:21]([C:24]3[CH:29]=[CH:28][CH:27]=[CH:26][C:25]=3[Cl:30])(=[O:23])=[O:22])[CH:11]=2)[CH2:4][CH2:3]1.Cl.[C:32](=[NH:37])([O:34]CC)[CH3:33].C(N(CC)C(C)C)(C)C>CN(C)C=O>[C:12]([OH:20])(=[O:34])[CH3:13].[C:32]([N:2]1[CH2:7][CH2:6][CH:5]([CH2:8][O:9][C:10]2[C:19]3[C:14](=[CH:15][CH:16]=[CH:17][CH:18]=3)[CH:13]=[C:12]([O:20][S:21]([C:24]3[CH:29]=[CH:28][CH:27]=[CH:26][C:25]=3[Cl:30])(=[O:22])=[O:23])[CH:11]=2)[CH2:4][CH2:3]1)(=[NH:37])[CH3:33] |f:0.1,2.3,6.7|. Procedure details: A mixture of 100 mg (0.214 mmol) of 2-chlorobenzenesulfonic acid 1-[(piperidin-4-yl)methoxy]naphthalen-3-yl ester hydrochloride, as prepared in the preceding step, in N,N-dimethylformamide (2 mL) containing 55 mg (0.45 mmol) of ethyl acetimidate hydrochloride and 125 μL of N,N-diisopropylethylamine was stirred at ambient temperature overnight. To the reaction mixture was added another 125 μL of N,N-diisopropylethylamine and 55 mg (0.45 mmol) of ethyl acetimidate hydrochloride. The reaction mixtu... Starting materials: O (Water), B(F)(F)F (BF3), ClCCCCCC(=O)Cl (6-Chloro-hexanoyl chloride), FC=1C=C(C=CC1)O (3-Fluoro-phenol). The solvent is C(C)OCC (diethylether). Reaction conditions: temperature 0 celsius, time 15 minute. Yields the product ClCCCCCC(=O)C1=C(C=C(C=C1)F)O (6-chloro-1-(4-fluoro-2-hydroxyphenyl)-1-hexanone). The yield is 85.3%. As a reaction SMILES: B(F)(F)F.[F:5][C:6]1[CH:7]=[C:8]([OH:12])[CH:9]=[CH:10][CH:11]=1.[Cl:13][CH2:14][CH2:15][CH2:16][CH2:17][CH2:18][C:19](Cl)=[O:20].O>C(OCC)C>[Cl:13][CH2:14][CH2:15][CH2:16][CH2:17][CH2:18][C:19]([C:9]1[CH:10]=[CH:11][C:6]([F:5])=[CH:7][C:8]=1[OH:12])=[O:20]. Procedure details: Reaction under N2 atmosphere. BF3 in diethylether (215 ml) was cooled to 0° C. 3-Fluoro-phenol (0.25 mol) was added. 6-Chloro-hexanoyl chloride (0.51 mol) added and the resulting reaction mixture was stirred for 15 min at 0° C., then allowed to warm to room temperature. The reaction mixture was then stirred overnight at 130° C. The mixture was cooled room temperature. Water was added while cooling. This mixture was extracted twice with diisopropyl ether. The separated organic layer was dried, fi... The product is COc1cc2c(c3c1OC(C)(C)C3)C(c1cccc(-c3ccc(NC(=O)CCC(=O)O)cc3)c1)=NC(C)(C)C2. As a reaction SMILES: [CH3:8][O:9][c:10]1[cH:11][c:12]2[c:17]([c:18]3[c:19]1[O:20][C:21]([CH3:23])([CH3:24])[CH2:22]3)[C:16]([c:25]1[cH:26][c:27](-[c:31]3[cH:32][cH:33][c:34]([NH2:37])[cH:35][cH:36]3)[cH:28][cH:29][cH:30]1)=[N:15][C:14]([CH3:38])([CH3:39])[CH2:13]2.[O:1]=[C:2]1[CH2:3][CH2:4][C:5](=[O:6])[O:7]1.[O:40]1[CH2:41][CH2:42][CH2:43][CH2:44]1>>[O:1]=[C:2]([CH2:3][CH2:4][C:5](=[O:6])[NH:37][c:34]1[cH:33][cH:32][c:31](-[c:27]2[cH:26][c:25]([C:16]3=[N:15][C:14]([CH3:38])([CH3:39])[CH2:13][c:12]4[cH:11][c:10]([O:9][CH3:8])[c:19]5[c:18]([c:17]43)[CH2:22][C:21]([CH3:23])([CH3:24])[O:20]5)[cH:30][cH:29][cH:28]2)[cH:36][cH:35]1)[OH:7]. The reactants are COc1cc2c(c3c1OC(C)(C)C3)C(c1cccc(-c3ccc(N)cc3)c1)=NC(C)(C)C2, O=C1CCC(=O)O1, C1CCOC1. The reactants are COc1ccc(CCl)cc1, CS(C)=O, CC(C)(C)OC(=O)N1CCC(O)(c2ccc(Cl)cc2)C(O)C1, [H-], [Na+]. Yields the product COc1ccc(COC2CN(C(=O)OC(C)(C)C)CCC2(O)c2ccc(Cl)cc2)cc1. Reaction SMILES: [CH3:25][O:26][c:27]1[cH:28][cH:29][c:30]([CH2:31][Cl:32])[cH:33][cH:34]1.[CH3:35][S:36](=[O:37])[CH3:38].[Cl:1][c:2]1[cH:3][cH:4][c:5]([C:8]2([OH:22])[CH:9]([OH:21])[CH2:10][N:11]([C:14](=[O:15])[O:16][C:17]([CH3:18])([CH3:19])[CH3:20])[CH2:12][CH2:13]2)[cH:6][cH:7]1.[H-:23].[Na+:24]>>[Cl:1][c:2]1[cH:3][cH:4][c:5]([C:8]2([OH:22])[CH:9]([O:21][CH2:31][c:30]3[cH:29][cH:28][c:27]([O:26][CH3:25])[cH:34][cH:33]3)[CH2:10][N:11]([C:14](=[O:15])[O:16][C:17]([CH3:18])([CH3:19])[CH3:20])[CH2:12][CH2:13]2)[cH:6][cH:7]1. Starting materials: Nc1ccccn1, CC(C)OC(=O)C1=C(O)c2ccccc2S(=O)(=O)N1C, Cc1ccccc1C. The product is CN1C(C(=O)Nc2ccccn2)=C(O)c2ccccc2S1(=O)=O. Reaction SMILES: [NH2:21][c:22]1[n:23][cH:24][cH:25][cH:26][cH:27]1.[OH:1][C:2]1=[C:3]([C:15]([O:17][CH:16]([CH3:18])[CH3:19])=[O:20])[N:4]([CH3:14])[S:5](=[O:12])(=[O:13])[c:6]2[c:7]1[cH:8][cH:9][cH:10][cH:11]2.[c:28]1([CH3:29])[c:30]([CH3:31])[cH:32][cH:33][cH:34][cH:35]1>>[OH:1][C:2]1=[C:3]([C:15](=[O:17])[NH:21][c:22]2[n:23][cH:24][cH:25][cH:26][cH:27]2)[N:4]([CH3:14])[S:5](=[O:12])(=[O:13])[c:6]2[c:7]1[cH:8][cH:9][cH:10][cH:11]2.